From a dataset of the Open Reaction Database (ORD), a public repository of structured organic reaction records. describe an organic reaction: reactants, conditions, products, and yield The reactants are BrC(C(=O)C=1C=NC(=CC1)C(F)F)C (2-bromo-1-[6-(difluoromethyl)-3-pyridyl]propan-1-one), C(C)(=O)NC(=N)N (acetyl guanidine), O (water). Run in CN(C)C=O (DMF). Run at temperature 50 celsius, time 16 hour. The product is FC(C1=CC=C(C=N1)C1=C(N=C(N1)NC(C)=O)C)F (N-[5-[6-(Difluoromethyl)-3-pyridyl]-4-methyl-1H-imidazol-2-yl]acetamide). Yield: 45.5%. RXN SMILES: Br[CH:2]([CH3:14])[C:3]([C:5]1[CH:6]=[N:7][C:8]([CH:11]([F:13])[F:12])=[CH:9][CH:10]=1)=O.[C:15]([NH:18][C:19]([NH2:21])=[NH:20])(=[O:17])[CH3:16].O>CN(C=O)C>[F:12][CH:11]([F:13])[C:8]1[N:7]=[CH:6][C:5]([C:3]2[NH:21][C:19]([NH:18][C:15](=[O:17])[CH3:16])=[N:20][C:2]=2[CH3:14])=[CH:10][CH:9]=1. Procedure: Dissolve 2-bromo-1-[6-(difluoromethyl)-3-pyridyl]propan-1-one (0.500 g, 1.89 mmol) and acetyl guanidine (0.514 g, 5.68 mmol) in DMF (12 mL). Heat the mixture to 50° C., and stir for 16 hours. Pour the mixture into water, and extract with EtOAc (3×20 mL). Dry the combined organic extracts over sodium sulfate; filter; collect the filtrate; and concentrate the filtrate under reduced pressure. Purify the resulting residue by flash chromatography (silca gel) eluting with a 40:1 ratio of DCM/MeOH to g... Starting materials: CC=1C(=CC=2C(CCC(C2C1)(C)C)(C)C)SC=1SC(=CN1)C(=O)OCC (ethyl 2-(5,6,7,8-tetrahydro-3,5,5,8,8-pentamethyl-2-naphthylthio)-5-thiazolecarboxylate), CC=1C(=CC=2C(CCC(C2C1)(C)C)(C)C)SC=1SC(=CN1)C(=O)OCC (ethyl 2-(5,6,7,8-tetrahydro-3,5,5,8,8-pentamethyl-2-naphthylthio)-5-thiazolecarboxylate), [Li+].[OH-] (LiOH), CO (MeOH). The solvent is C1CCOC1 (THF). Conditions: temperature 50 celsius. The product is CC=1C(=CC=2C(CCC(C2C1)(C)C)(C)C)SC=1SC(=CN1)C(=O)O (2-(5,6,7,8-Tetrahydro-3,5,5,8,8-pentamethyl-2-naphthylthio)-5-thiazolecarboxylic acid). Isolated yield 77.1%. RXN SMILES: [CH3:1][C:2]1[C:3]([S:16][C:17]2[S:18][C:19]([C:22]([O:24]CC)=[O:23])=[CH:20][N:21]=2)=[CH:4][C:5]2[C:6]([CH3:15])([CH3:14])[CH2:7][CH2:8][C:9]([CH3:13])([CH3:12])[C:10]=2[CH:11]=1.[Li+].[OH-].CO>C1COCC1>[CH3:1][C:2]1[C:3]([S:16][C:17]2[S:18][C:19]([C:22]([OH:24])=[O:23])=[CH:20][N:21]=2)=[CH:4][C:5]2[C:6]([CH3:15])([CH3:14])[CH2:7][CH2:8][C:9]([CH3:12])([CH3:13])[C:10]=2[CH:11]=1 |f:1.2|. Procedure details: To a solution of 0.183 g (0.47 mmol) of ethyl 2-(5,6,7,8-tetrahydro-3,5,5,8,8-pentamethyl-2-naphthylthio)-5-thiazolecarboxylate (Compound 14) in 2.0 mL of THF was added 1.0 mL of LiOH (2.1N aqueous solution) and 1.0 mL of MeOH. The solution was heated at 50° C. for 1 h, cooled to room temperature and concentrated in vacuo. The residue was diluted with water, the aqueous layer acidified to pH=1 using 10% HCl and extracted with ether. The combined organic layers were washed with brine, dried (MgSO... The reactants are Cc1ccc(Cl)c([N+](=O)[O-])c1, [K+], [K+], Nc1ccccc1S, O=C([O-])[O-], CN(C)C=O, O. The product is Cc1ccc(Sc2ccccc2N)c([N+](=O)[O-])c1. As a reaction SMILES: [Cl:1][c:2]1[c:3]([N+:9](=[O:10])[O-:11])[cH:4][c:5]([CH3:8])[cH:6][cH:7]1.[K+:20].[K+:21].[NH2:12][c:13]1[c:14]([SH:19])[cH:15][cH:16][cH:17][cH:18]1.[O-:22][C:23]([O-:24])=[O:25].[O:26]=[CH:27][N:28]([CH3:29])[CH3:30].[OH2:31]>>[c:2]1([S:19][c:14]2[c:13]([NH2:12])[cH:18][cH:17][cH:16][cH:15]2)[c:3]([N+:9](=[O:10])[O-:11])[cH:4][c:5]([CH3:8])[cH:6][cH:7]1. Reactants: NC1=C(C=C(C(=C1)F)C(F)(F)F)/C=C/C(=O)OCC ((E)-ethyl 3-(2-amino-4-fluoro-5-(trifluoromethyl)phenyl)acrylate). Run in Cl (HCl), O1CCOCC1 (dioxane), Cl (HCl). Reaction conditions: temperature 100 celsius. The product is FC1=C(C=C2C=CC(NC2=C1)=O)C(F)(F)F (7-Fluoro-6-(trifluoromethyl)quinolin-2(1H)-one). RXN SMILES: [NH2:1][C:2]1[CH:7]=[C:6]([F:8])[C:5]([C:9]([F:12])([F:11])[F:10])=[CH:4][C:3]=1/[CH:13]=[CH:14]/[C:15]([O:17]CC)=O>Cl.O1CCOCC1>[F:8][C:6]1[CH:7]=[C:2]2[C:3]([CH:13]=[CH:14][C:15](=[O:17])[NH:1]2)=[CH:4][C:5]=1[C:9]([F:12])([F:11])[F:10]. Procedure details: To a stirring mixture of (E)-ethyl 3-(2-amino-4-fluoro-5-(trifluoromethyl)phenyl)acrylate in 4N HCl in dioxane (10 mL) was added concentrated HCl (2 mL). The resulting mixture was warmed to 100° C. overnight. The reaction mixture was cooled to rt and then slowly quenched with a cold saturated NaHCO3 solution until pH>7. A normal aqueous extraction with EtOAc was followed. The crude mixture was taken directly to the next reaction without further purification. Retention time (min)=1.887, method [1... Isolated yield 95.7%. Run in CC(=O)C (acetone), Steroids. Starting materials: CN1CC[C@@]23CCCC[C@@H]2[C@@H]1CC4=C3C=C(C=C4)O (dextrorphan), C1=CC=C(C=C1)C2=NC3=CC=CC=C3C(=N2)Cl (AM-ex-OL), C([O-])([O-])=O.[K+].[K+] (potassium carbonate), O (water). Product: C1(=CC=CC=C1)C1=NC2=CC=CC=C2C(=N1)OC=1C=CC=2C[C@@H]3[C@@H]4CCCC[C@@]4(C2C1)CCN3C ((+)-3-(2-Phenyl-4-quinazolinyloxy)-17-methylmorphinan). Reported procedure: The O-demethylation procedure described in Steroids 11:151 [1968] was modified for this synthesis. First, 16.1 g (62.3 mmol) of dextrorphan, 2, were dissolved in 500 mL hot acetone, to which 15.5 g (64.4 mmol) AM-ex-OL (Aldrich) and 17.13 g (123.9 mmol) potassium carbonate were added. The reaction mixture was stirred at reflux overnight under an atmosphere of argon. After cooling, the reaction mixture was poured into a separatory funnel to which 500 mL water were added. Extraction with 1×500 and... Reaction SMILES: [CH3:1][N:2]1[C@H:11]2[CH2:12][C:13]3[CH:18]=[CH:17][C:16]([OH:19])=[CH:15][C:14]=3[C@:5]3([C@@H:10]2[CH2:9][CH2:8][CH2:7][CH2:6]3)[CH2:4][CH2:3]1.[CH:20]1[CH:25]=[CH:24][C:23]([C:26]2[N:35]=[C:34](Cl)[C:33]3[C:28](=[CH:29][CH:30]=[CH:31][CH:32]=3)[N:27]=2)=[CH:22][CH:21]=1.C(=O)([O-])[O-].[K+].[K+].O>CC(C)=O>[C:23]1([C:26]2[N:35]=[C:34]([O:19][C:16]3[CH:17]=[CH:18][C:13]4[CH2:12][C@H:11]5[N:2]([CH3:1])[CH2:3][CH2:4][C@@:5]6([C:14]=4[CH:15]=3)[C@H:10]5[CH2:9][CH2:8][CH2:7][CH2:6]6)[C:33]3[C:28](=[CH:29][CH:30]=[CH:31][CH:32]=3)[N:27]=2)[CH:22]=[CH:21][CH:20]=[CH:25][CH:24]=1 |f:2.3.4|. Starting materials: C(C)(C)(C)OC(=O)N1CCN(CC1)C1=C(C=CC(=C1)[N+](=O)[O-])OC (4-tert-Butoxycarbonyl-1-(2-methoxy-5-nitrophenyl)piperazine), [H][H] (hydrogen). The reagents and catalysts are [Pd] (palladium on carbon). Run in C(C)O (ethanol), O (water). Reaction conditions: time 18 hour. Product: C(C)(C)(C)OC(=O)N1CCN(CC1)C1=C(C=CC(=C1)N)OC (4-tert-Butoxycarbonyl-1-(5-amino-2-methoxyphenyl)piperazine). The yield is 98.7%. RXN SMILES: [C:1]([O:5][C:6]([N:8]1[CH2:13][CH2:12][N:11]([C:14]2[CH:19]=[C:18]([N+:20]([O-])=O)[CH:17]=[CH:16][C:15]=2[O:23][CH3:24])[CH2:10][CH2:9]1)=[O:7])([CH3:4])([CH3:3])[CH3:2].[H][H]>[Pd].C(O)C.O>[C:1]([O:5][C:6]([N:8]1[CH2:13][CH2:12][N:11]([C:14]2[CH:19]=[C:18]([NH2:20])[CH:17]=[CH:16][C:15]=2[O:23][CH3:24])[CH2:10][CH2:9]1)=[O:7])([CH3:4])([CH3:3])[CH3:2]. Procedure: A slurry of 10% palladium on carbon (10 g) in a solution of 4-tert-butoxycarbonyl-1-(2-methoxy-5-nitrophenyl)piperazine (D2) (124.5 g) in ethanol (3.5L) and water (50 ml) was stirred with hydrogen at ambient temperature and atmospheric pressure for 18 h. The reaction mixture was filtered and the filtrate concentrated to afford the title compound (D3) as a gum (112 g, 99%). MH+ 308.